From a dataset of the Open Reaction Database (ORD), a public repository of structured organic reaction records. describe an organic reaction: reactants, conditions, products, and yield The reactants are C1CO1, C1CCOC1, CCCCc1ccco1, [Li]CCCC. Product: CCCCc1ccc(CCO)o1. RXN SMILES: [CH2:15]1[CH2:16][O:17]1.[CH2:18]1[O:19][CH2:20][CH2:21][CH2:22]1.[CH2:1]([CH2:2][CH2:3][CH3:4])[c:5]1[o:6][cH:7][cH:8][cH:9]1.[CH3:10][CH2:11][CH2:12][CH2:13][Li:14]>>[CH2:1]([CH2:2][CH2:3][CH3:4])[c:5]1[o:6][c:7]([CH2:15][CH2:16][OH:17])[cH:8][cH:9]1.